Dataset: the Open Reaction Database (ORD), a public repository of structured organic reaction records. Task: describe an organic reaction: reactants, conditions, products, and yield Reactants: B.O1CCCC1 (Borane tetrahydrofuran), S(=O)(=O)([O-])[O-].[Na+].[Na+] (sodium sulfate), C(C1=CC=CC=C1)N1N=C(C=C1C1=CC=CC=C1)C(C#N)(C)C (2-(1-Benzyl-5-phenyl-1H-pyrazol-3-yl)-2-methylpropanenitrile), O (water). Run in C1CCOC1 (THF), C(C)(=O)OCC (Ethyl acetate). Reaction conditions: temperature 60 celsius. Product: C(C1=CC=CC=C1)N1N=C(C=C1C1=CC=CC=C1)C(CN)(C)C (2-(1-benzyl-5-phenyl-1H-pyrazol-3-yl)-2-methylpropan-1-amine). Isolated yield 102.3%. As a reaction SMILES: [CH2:1]([N:8]1[C:12]([C:13]2[CH:18]=[CH:17][CH:16]=[CH:15][CH:14]=2)=[CH:11][C:10]([C:19]([CH3:23])([CH3:22])[C:20]#[N:21])=[N:9]1)[C:2]1[CH:7]=[CH:6][CH:5]=[CH:4][CH:3]=1.B.O1CCCC1.O.S([O-])([O-])(=O)=O.[Na+].[Na+]>C1COCC1.C(OCC)(=O)C>[CH2:1]([N:8]1[C:12]([C:13]2[CH:14]=[CH:15][CH:16]=[CH:17][CH:18]=2)=[CH:11][C:10]([C:19]([CH3:23])([CH3:22])[CH2:20][NH2:21])=[N:9]1)[C:2]1[CH:3]=[CH:4][CH:5]=[CH:6][CH:7]=1 |f:1.2,4.5.6|. Procedure details: 2-(1-Benzyl-5-phenyl-1H-pyrazol-3-yl)-2-methylpropanenitrile (50 mg, 0.16 mmol) was dissolved in THF (1.6 mL). Borane-tetrahydrofuran (0.8 mL, 1 M solution) was added and the reaction was heated to 60° C. for 3 h. Minimal water was added to quench the reaction. Ethyl acetate was added followed by sodium sulfate and the solids were removed by filtration. The filtrate was concentrated under reduced pressure to yield 2-(1-benzyl-5-phenyl-1H-pyrazol-3-yl)-2-methylpropan-1-amine (50 mg, crude), which... Starting materials: C1CCOC1, CN1CCC(c2c[nH]c3ccc(O)cc23)CC1, [Na+], [OH-], O=S(=O)(Cl)c1ccccc1. The product is CN1CCC(c2c[nH]c3ccc(OS(=O)(=O)c4ccccc4)cc23)CC1. Reaction SMILES: [CH2:30]1[O:31][CH2:32][CH2:33][CH2:34]1.[CH3:11][N:12]1[CH2:13][CH2:14][CH:15]([c:18]2[cH:19][nH:20][c:21]3[cH:22][cH:23][c:24]([OH:27])[cH:25][c:26]23)[CH2:16][CH2:17]1.[Na+:29].[OH-:28].[c:1]1([S:7](=[O:8])(=[O:9])[Cl:10])[cH:2][cH:3][cH:4][cH:5][cH:6]1>>[c:1]1([S:7](=[O:8])(=[O:9])[O:27][c:24]2[cH:23][cH:22][c:21]3[nH:20][cH:19][c:18]([CH:15]4[CH2:14][CH2:13][N:12]([CH3:11])[CH2:17][CH2:16]4)[c:26]3[cH:25]2)[cH:2][cH:3][cH:4][cH:5][cH:6]1.